This data is from the Open Reaction Database (ORD), a public repository of structured organic reaction records. The task is: describe an organic reaction: reactants, conditions, products, and yield Starting materials: O=C(O)C(=O)N1CCC(Oc2ccc(F)cc2)CC1, Nc1ccc2c(c1)CC(=O)N2. The product is O=C1Cc2cc(NC(=O)C(=O)N3CCC(Oc4ccc(F)cc4)CC3)ccc2N1. RXN SMILES: [F:1][c:2]1[cH:3][cH:4][c:5]([O:6][CH:7]2[CH2:8][CH2:9][N:10]([C:13]([C:14](=[O:15])[OH:16])=[O:17])[CH2:11][CH2:12]2)[cH:18][cH:19]1.[NH2:20][c:21]1[cH:22][c:23]2[c:27]([cH:28][cH:29]1)[NH:26][C:25](=[O:30])[CH2:24]2>>[F:1][c:2]1[cH:3][cH:4][c:5]([O:6][CH:7]2[CH2:8][CH2:9][N:10]([C:13]([C:14](=[O:16])[NH:20][c:21]3[cH:22][c:23]4[c:27]([cH:28][cH:29]3)[NH:26][C:25](=[O:30])[CH2:24]4)=[O:17])[CH2:11][CH2:12]2)[cH:18][cH:19]1. Conditions: time 40 minute. RXN SMILES: [F:1][C:2]([F:19])([CH:8]([F:18])[C:9]1[CH:14]=[CH:13][CH:12]=[C:11]([N+:15]([O-:17])=[O:16])[CH:10]=1)[C:3](OCC)=[O:4].[BH4-].[Na+].C(OCC)(=O)C.Cl>C(O)C>[F:1][C:2]([F:19])([CH:8]([F:18])[C:9]1[CH:14]=[CH:13][CH:12]=[C:11]([N+:15]([O-:17])=[O:16])[CH:10]=1)[CH2:3][OH:4] |f:1.2|. Yields the product FC(CO)(C(C1=CC(=CC=C1)[N+](=O)[O-])F)F (2,2,3-trifluoro-3-(3-nitrophenyl)propan-1-ol). Procedure: To a solution of ethyl 2,2,3-trifluoro-3-(3-nitrophenyl)propanoate (C30, 1.19 g) in ethanol (43 mL), sodium borohydride (811 mg) was added under ice cooling, and the mixture was stirred at room temperature for 40 minutes. To the reaction mixture, ethyl acetate and 1.0 mol/L aqueous hydrochloric acid were added. The organic layer was separated, washed successively with saturated aqueous sodium hydrogencarbonate and saturated aqueous sodium chloride, and then dried over anhydrous sodium sulfate, a... Starting materials: FC(C(=O)OCC)(C(C1=CC(=CC=C1)[N+](=O)[O-])F)F (ethyl 2,2,3-trifluoro-3-(3-nitrophenyl)propanoate), [BH4-].[Na+] (sodium borohydride), C(C)(=O)OCC (ethyl acetate), Cl (hydrochloric acid). Isolated yield 82.1%. The solvent is C(C)O (ethanol).